From a dataset of the Open Reaction Database (ORD), a public repository of structured organic reaction records. describe an organic reaction: reactants, conditions, products, and yield Starting materials: C(C1=CC=CC=C1)OC1=C(C=CC(=C1)C(CCCCCC)(C)C)C1=CC(CCC1)=O (3-[2-benzyloxy-4-(1,1dimethylheptyl)phenyl]cyclohex-2-en-1-one), O.C1(=CC=C(C=C1)S(=O)(=O)O)C (p-toluenesulfonic acid monohydrate), 3A, C(CO)O (ethylene glycol), C1(O)=CC=C(O)C=C1 (hydroquinone). The solvent is C1=CC=CC=C1 (benzene). Product: C1COC2(CC(=CCC2)C2=C(C=C(C=C2)C(CCCCCC)(C)C)OCC2=CC=CC=C2)O1 (3-[2-Benzyloxy-4-(1,1-dimethylheptyl)phenyl]cyclohex-3-en-1-one ethylene ketal). RXN SMILES: [CH2:1]([O:8][C:9]1[CH:14]=[C:13]([C:15]([CH3:23])([CH3:22])[CH2:16][CH2:17][CH2:18][CH2:19][CH2:20][CH3:21])[CH:12]=[CH:11][C:10]=1[C:24]1[CH2:29][CH2:28][CH2:27][C:26](=[O:30])[CH:25]=1)[C:2]1[CH:7]=[CH:6][CH:5]=[CH:4][CH:3]=1.[CH2:31](O)[CH2:32][OH:33].C1(C=CC(O)=CC=1)O.O.C1(C)C=CC(S(O)(=O)=O)=CC=1>C1C=CC=CC=1>[CH2:32]1[O:33][C:26]2([CH2:27][CH2:28][CH:29]=[C:24]([C:10]3[CH:11]=[CH:12][C:13]([C:15]([CH3:22])([CH3:23])[CH2:16][CH2:17][CH2:18][CH2:19][CH2:20][CH3:21])=[CH:14][C:9]=3[O:8][CH2:1][C:2]3[CH:3]=[CH:4][CH:5]=[CH:6][CH:7]=3)[CH2:25]2)[O:30][CH2:31]1 |f:3.4|. Reported procedure: A solution of 500 mg. of 3-[2-benzyloxy-4-(1,1dimethylheptyl)phenyl]cyclohex-2-en-1-one, 7.8 g. of ethylene glycol, 375 mg. of hydroquinone and 50 mg. of p-toluenesulfonic acid monohydrate in 50 ml. of benzene is heated at reflux for 12 hours using a Dean-Stark condensor filled with 3A molecular sieves. The reaction is cooled, added to 500 ml. saturated sodium bicarbonate and the quenched mixture extracted with three 150 ml. portions of ether, dried over magnesium sulfate and evaporated to a sol... Reactants: ClC1=C(N=C(S1)NC(C(F)(F)F)=O)C(C(=O)NC1[C@@H]2N(C(=C(CS2)CSC)C(=O)O)C1=O)=NOCC(=O)O (7-[2-(5-chloro-2-trifluoroacetamidothiazol-4-yl)-2-carboxymethoxyiminoacetamido]-3-methylthiomethyl-3-cephem-4-carboxylic acid), C(C)(=O)[O-].[Na+] (sodium acetate). Solvent: O (water). Product: NC=1SC(=C(N1)C(C(=O)NC1[C@@H]2N(C(=C(CS2)CSC)C(=O)O)C1=O)=NOCC(=O)O)Cl (7-[2-(2-amino-5-chlorothiazol-4-yl)-2-carboxymethoxyiminoacetamido]-3-methylthiomethyl-3-cephem-4-carboxylic acid). The yield is 80.5%. As a reaction SMILES: [Cl:1][C:2]1[S:6][C:5]([NH:7]C(=O)C(F)(F)F)=[N:4][C:3]=1[C:14](=[N:33][O:34][CH2:35][C:36]([OH:38])=[O:37])[C:15]([NH:17][CH:18]1[C:31](=[O:32])[N:20]2[C:21]([C:28]([OH:30])=[O:29])=[C:22]([CH2:25][S:26][CH3:27])[CH2:23][S:24][C@H:19]12)=[O:16].C([O-])(=O)C.[Na+]>O>[NH2:7][C:5]1[S:6][C:2]([Cl:1])=[C:3]([C:14](=[N:33][O:34][CH2:35][C:36]([OH:38])=[O:37])[C:15]([NH:17][CH:18]2[C:31](=[O:32])[N:20]3[C:21]([C:28]([OH:30])=[O:29])=[C:22]([CH2:25][S:26][CH3:27])[CH2:23][S:24][C@H:19]23)=[O:16])[N:4]=1 |f:1.2|. Reported procedure: A solution of 7-[2-(5-chloro-2-trifluoroacetamidothiazol-4-yl)-2-carboxymethoxyiminoacetamido]-3-methylthiomethyl-3-cephem-4-carboxylic acid (syn isomer) (2.5 g) and sodium acetate (5.6 g) in water (25 ml) was stirred at ambient temperature for 13 hours. The resultant solution was washed with ethyl acetate and the separated aqueous layer was treated with active-charcoal. And the aqueous layer was adjusted to pH 2.3 with 10% hydrochloric acid. The precipitates were collected by filtration and was... Reactants: C=CC#N, CCOP(O)c1ccccc1. The product is CCOP(=O)(CCC#N)c1ccccc1. Reaction SMILES: [CH2:12]=[CH:13][C:14]#[N:15].[CH2:1]([CH3:2])[O:3][P:4]([OH:5])[c:6]1[cH:7][cH:8][cH:9][cH:10][cH:11]1>>[CH2:1]([CH3:2])[O:3][P:4](=[O:5])([c:6]1[cH:7][cH:8][cH:9][cH:10][cH:11]1)[CH2:12][CH2:13][C:14]#[N:15]. Reactants: CCOC(=O)C(F)P(=O)(OCC)OCC (triethyl-2-fluoro-2-phosphonoacetate), C(C)(C)(C)C1=CC(OC2=CC(=C(C=C12)C(CC)=O)OC)(C)C (1-(4-tert-butyl-7-methoxy-2,2-dimethyl-2H-chromen-6-yl)-propan-1-one), C(C)(C)(C)C1=CC(OC2=CC(=C(C=C12)C(CC)=O)OC)(C)C (1-(4-tert-butyl-7-methoxy-2,2-dimethyl-2H-chromen-6-yl)-propan-1-one). The product is F\C(\C(=O)OCC)=C(/CC)\C=1C=C2C(=CC(OC2=CC1OC)(C)C)C(C)(C)C (Ethyl (2E)-2-fluoro-3-(4-tert-butyl-7-methoxy-2,2-dimethyl-2H-chromen-6-yl)-pent-2-enoate). Reaction SMILES: [CH3:1][CH2:2][O:3][C:4]([CH:6](P(OCC)(OCC)=O)[F:7])=[O:5].[C:16]([C:20]1[C:29]2[C:24](=[CH:25][C:26]([O:34][CH3:35])=[C:27]([C:30](=O)[CH2:31][CH3:32])[CH:28]=2)[O:23][C:22]([CH3:37])([CH3:36])[CH:21]=1)([CH3:19])([CH3:18])[CH3:17]>>[F:7]/[C:6](=[C:30](/[C:27]1[CH:28]=[C:29]2[C:24](=[CH:25][C:26]=1[O:34][CH3:35])[O:23][C:22]([CH3:37])([CH3:36])[CH:21]=[C:20]2[C:16]([CH3:17])([CH3:19])[CH3:18])\[CH2:31][CH3:32])/[C:4]([O:3][CH2:2][CH3:1])=[O:5]. Procedure details: Following General Procedure K, triethyl-2-fluoro-2-phosphonoacetate (431 mg, 1.78 mmol) and 1-(4-tert-butyl-7-methoxy-2,2-dimethyl-2H-chromen-6-yl)-propan-1-one (Compound 59, 107 mg, 0.35 mmol) were reacted to give the title compound as a colorless oil after purification by flash chromatography (silica gel, 5% ethyl acetate in hexanes) Starting materials: ClCCC1=C(N=CO1)C (5-(2-chloroethyl)-4-methyloxazole), [N+](=O)([O-])C=C(NCCSCCC1=C(N=CO1)C)NC (1-nitro-2-methylamino-2-[2-(2-(4-methyl-5-oxazolyl)ethyl)thioethylamino]ethylene), NC=1OC(=CN1)CCCl (2-amino-5-(2-chloroethyl)oxazole). Yields the product [N+](=O)([O-])C=C(NCCSCCC1=CN=C(O1)N)NC (1-nitro-2-methylamino-2-[2-(2-(2-amino-5-oxazolyl)ethyl)thioethylamino]ethylene). RXN SMILES: ClCCC1OC=[N:6]C=1C.[N+:10]([CH:13]=[C:14]([NH:27][CH3:28])[NH:15][CH2:16][CH2:17][S:18][CH2:19][CH2:20][C:21]1[O:25][CH:24]=[N:23][C:22]=1C)([O-:12])=[O:11].NC1OC(CCCl)=CN=1>>[N+:10]([CH:13]=[C:14]([NH:27][CH3:28])[NH:15][CH2:16][CH2:17][S:18][CH2:19][CH2:20][C:21]1[O:25][C:24]([NH2:6])=[N:23][CH:22]=1)([O-:12])=[O:11]. Procedure: Using 5-(2-chloroethyl)-4-methyloxazole as starting material in the procedure of Example 21 the product is 1-nitro-2-methylamino-2-[2-(2-(4-methyl-5-oxazolyl)ethyl)thioethylamino]ethylene. Also, using 2-amino-5-(2-chloroethyl)oxazole (prepared by reacting 2-amino-5-(2-hydroxyethyl)oxazole with thionyl chloride) in the procedure of Example 21 gives 1-nitro-2-methylamino-2-[2-(2-(2-amino-5-oxazolyl)ethyl)thioethylamino]ethylene Yields the product O=C(OC1CN2CCC1CC2)C(O)(C#Cc1ccccc1)C1CCCCC1. Starting materials: Cc1ccccc1, CCOC(=O)C(O)(C#Cc1ccccc1)C1CCCCC1, OC1CN2CCC1CC2, [Na]. Reaction SMILES: [CH3:32][c:33]1[cH:34][cH:35][cH:36][cH:37][cH:38]1.[CH:11]1([C:17]([C:18](=[O:19])[O:20][CH2:21][CH3:22])([OH:23])[C:24]#[C:25][c:26]2[cH:27][cH:28][cH:29][cH:30][cH:31]2)[CH2:12][CH2:13][CH2:14][CH2:15][CH2:16]1.[N:1]12[CH2:2][CH:3]([OH:9])[CH:4]([CH2:5][CH2:6]1)[CH2:7][CH2:8]2.[Na:10]>>[N:1]12[CH2:2][CH:3]([O:9][C:18]([C:17]([CH:11]3[CH2:12][CH2:13][CH2:14][CH2:15][CH2:16]3)([OH:23])[C:24]#[C:25][c:26]3[cH:27][cH:28][cH:29][cH:30][cH:31]3)=[O:19])[CH:4]([CH2:5][CH2:6]1)[CH2:7][CH2:8]2.